From a dataset of the Open Reaction Database (ORD), a public repository of structured organic reaction records. describe an organic reaction: reactants, conditions, products, and yield Starting materials: FC=1C(=C(C=CC1)C1CCN(CC1)C(=O)C1=NNC=2CN(CCC21)C(=O)OC(C)(C)C)C(F)(F)F (tert-butyl 3-(4-(3-fluoro-2-(trifluoromethyl)phenyl)piperidine-1-carbonyl)-4,5-dihydro-1H-pyrazolo[3,4-c]pyridine-6(7H)-carboxylate), Cl (HCl). The solvent is CCOCC (Et2O), C(Cl)Cl (CH2Cl2). Reaction conditions: time 18 hour. Yields the product Cl.FC=1C(=C(C=CC1)C1CCN(CC1)C(=O)C1=NNC=2CNCCC21)C(F)(F)F ((4-(3-Fluoro-2-(trifluoromethyl)phenyl)piperidin-1-yl)(4,5,6,7-tetrahydro-1H-pyrazolo[3,4-c]pyridin-3-yl)methanone Hydrochloride). The yield is 47.0%. As a reaction SMILES: [F:1][C:2]1[C:3]([C:32]([F:35])([F:34])[F:33])=[C:4]([CH:8]2[CH2:13][CH2:12][N:11]([C:14]([C:16]3[C:24]4[CH2:23][CH2:22][N:21](C(OC(C)(C)C)=O)[CH2:20][C:19]=4[NH:18][N:17]=3)=[O:15])[CH2:10][CH2:9]2)[CH:5]=[CH:6][CH:7]=1.[ClH:36]>C(Cl)Cl.CCOCC>[ClH:36].[F:1][C:2]1[C:3]([C:32]([F:35])([F:33])[F:34])=[C:4]([CH:8]2[CH2:9][CH2:10][N:11]([C:14]([C:16]3[C:24]4[CH2:23][CH2:22][NH:21][CH2:20][C:19]=4[NH:18][N:17]=3)=[O:15])[CH2:12][CH2:13]2)[CH:5]=[CH:6][CH:7]=1 |f:4.5|. Reported procedure: To a solution of tert-butyl 3-(4-(3-fluoro-2-(trifluoromethyl)phenyl)piperidine-1-carbonyl)-4,5-dihydro-1H-pyrazolo[3,4-c]pyridine-6(7H)-carboxylate (29, 0.066 g, 0.13 mmol) in CH2Cl2 (2 mL) was added HCl (2 mL, 2.0 N solution in Et2O). The mixture stirred at ambient temperature for 18 h, was diluted with Et2O (30 mL), and the resulting solids were collected by filtration to give (4-(3-fluoro-2-(trifluoromethyl)phenyl)piperidin-1-yl)(4,5,6,7-tetrahydro-1H-pyrazolo[3,4-c]pyridin-3-yl)methanone hy... Starting materials: ClC=1C=C(C=CC1Cl)CC(=O)O (2-(3,4-Dichlorophenyl)acetic acid), CO (MeOH), S(=O)(=O)(Cl)Cl (Sulfuryl dichloride). Run at time 2 hour. Product: ClC=1C=C(C=CC1Cl)CC(=O)OC (Methyl 2-(3,4-dichlorophenyl)acetate). Reaction SMILES: [Cl:1][C:2]1[CH:3]=[C:4]([CH2:9][C:10]([OH:12])=[O:11])[CH:5]=[CH:6][C:7]=1[Cl:8].S(Cl)(Cl)(=O)=O.[CH3:18]O>>[Cl:1][C:2]1[CH:3]=[C:4]([CH2:9][C:10]([O:12][CH3:18])=[O:11])[CH:5]=[CH:6][C:7]=1[Cl:8]. Reported procedure: 2-(3,4-Dichlorophenyl)acetic acid (25.0 g, 122 mmol) was dissolved in MeOH (122 mL) at ambient temperature. Sulfuryl dichloride (8.89 mL, 122 mmol) was then added, and the mixture was stirred for 2 hours. The reaction mixture was concentrated in vacuo to give the title compound as a light yellow oil which was used without further purification. MS (m/z)=219 (M+H)+. The reactants are [Cl-].NC1=[N+](C=CC=C1)CSC1=C(C=CC=C1)Br (2-amino-1-[[(o-bromophenyl)thio]methyl]pyridinium chloride), C([O-])([O-])=O.[K+].[K+] (potassium carbonate). The reagents and catalysts are [Cu] (copper bronze). Solvent: C(CC)O (n-propanol). Yields the product C1=CC=CC2=C1N=C1N(CS2)C=CC=C1 (6H-Pyrido[1,2-c][1,3,5]benzothiadiazepine). Yield: 110.5%. As a reaction SMILES: [Cl-].[NH2:2][C:3]1[CH:8]=[CH:7][CH:6]=[CH:5][N+:4]=1[CH2:9][S:10][C:11]1[CH:16]=[CH:15][CH:14]=[CH:13][C:12]=1Br.C(=O)([O-])[O-].[K+].[K+]>[Cu].C(O)CC>[CH:15]1[C:16]2[N:2]=[C:3]3[CH:8]=[CH:7][CH:6]=[CH:5][N:4]3[CH2:9][S:10][C:11]=2[CH:12]=[CH:13][CH:14]=1 |f:0.1,2.3.4|. Reported procedure: A mixture of 33.2 g of 2-amino-1-[[(o-bromophenyl)thio]methyl]pyridinium chloride, 27.7 g of anhydrous potassium carbonate, 0.8 g of copper bronze, and 750 ml of n-propanol is heated and stirred, under reflux, for 24 hours, filtered hot, and the filtrate concentrated to dryness in vacuo. The residue is dissolved in 600 ml of ether, and the ether solution is washed, dried, decolorized with Darco, and concentrated to give about 23.7 g of a yellow solid. Recrystallization from cyclohexane-benzene g... Starting materials: N1CC(C(=O)O)CCC1 (nipecotic acid), ClC=1N=C(C2=C(N1)SC=C2C2=CC=CC=C2)NCC2=NC=CC=C2 ((2-Chloro-5-phenyl-thieno[2,3-d]pyrimidin-4-yl)-pyridin-2-ylmethyl-amine), Cl.N1C[C@@H](C(=O)O)CCC1 ((S)-nipecotic acid hydrochloride), [OH-].[Na+] (sodium hydroxide), C(C)(C)N(CC)C(C)C (diisopropylethylamine). Solvent: O (water). Conditions: temperature 110 celsius. Product: C1(=CC=CC=C1)C1=CSC=2N=C(N=C(C21)NCC2=NC=CC=C2)N2C[C@H](CCC2)C(=O)O ((S)-1-{5-Phenyl-4-[(pyridin-2-ylmethyl)-amino]-thieno[2,3-d]pyrimidin-2-yl}-piperidine-3-carboxylic acid). Reaction SMILES: Cl[C:2]1[N:3]=[C:4]([NH:17][CH2:18][C:19]2[CH:24]=[CH:23][CH:22]=[CH:21][N:20]=2)[C:5]2[C:10]([C:11]3[CH:16]=[CH:15][CH:14]=[CH:13][CH:12]=3)=[CH:9][S:8][C:6]=2[N:7]=1.Cl.[NH:26]1[CH2:34][CH2:33][CH2:32][C@H:28]([C:29]([OH:31])=[O:30])[CH2:27]1.C(N(C(C)C)CC)(C)C.N1CCCC(C(O)=O)C1.[OH-].[Na+]>O>[C:11]1([C:10]2[C:5]3[C:4]([NH:17][CH2:18][C:19]4[CH:24]=[CH:23][CH:22]=[CH:21][N:20]=4)=[N:3][C:2]([N:26]4[CH2:34][CH2:33][CH2:32][C@H:28]([C:29]([OH:31])=[O:30])[CH2:27]4)=[N:7][C:6]=3[S:8][CH:9]=2)[CH:16]=[CH:15][CH:14]=[CH:13][CH:12]=1 |f:1.2,5.6|. Procedure: (2-Chloro-5-phenyl-thieno[2,3-d]pyrimidin-4-yl)-pyridin-2-ylmethyl-amine (5.9 kg, 16.7 mol) and (S)-nipecotic acid hydrochloride (4.15 kg, 25.1 mol) were dissolved in butyrolnitrile (13.9 kg). An excess of diisopropylethylamine (8.6 kg, 66.9 mol) was added and the mixture heated to 110° C. for 24 to 48 hours to complete reaction. With coupling complete (<2% nipecotic acid remaining), the reaction was cooled to room temperature and water (29 kg) was charged. The mixture pH was adjusted to ˜10 wit...